This data is from the Open Reaction Database (ORD), a public repository of structured organic reaction records. The task is: describe an organic reaction: reactants, conditions, products, and yield The reactants are [N+](=O)([O-])C1=C(C=CC(=C1)C(F)(F)F)C(CC(C)=O)=O (1-(2-nitro-4-trifluoromethylphenyl)-butan-1,3-dione), C(OCC)(OCC)OCC (triethyl orthoformate), C(C)(=O)OC(C)=O (acetic anhydride). Product: C(C)OC=C(C(=O)C1=C(C=C(C=C1)C(F)(F)F)[N+](=O)[O-])C(C)=O (2-ethoxymethylene-1-(2-nitro-4-trifluoromethylphenyl)-butan-1,3-dione). As a reaction SMILES: [N+:1]([C:4]1[CH:9]=[C:8]([C:10]([F:13])([F:12])[F:11])[CH:7]=[CH:6][C:5]=1[C:14](=[O:19])[CH2:15][C:16](=[O:18])[CH3:17])([O-:3])=[O:2].[CH:20](OCC)(OCC)[O:21][CH2:22][CH3:23].C(OC(=O)C)(=O)C>>[CH2:22]([O:21][CH:20]=[C:15]([C:16](=[O:18])[CH3:17])[C:14]([C:5]1[CH:6]=[CH:7][C:8]([C:10]([F:11])([F:12])[F:13])=[CH:9][C:4]=1[N+:1]([O-:3])=[O:2])=[O:19])[CH3:23]. Procedure details: A mixture of 1-(2-nitro-4-trifluoromethylphenyl)-butan-1,3-dione (11.0 g), triethyl orthoformate (11.3 g) and acetic anhydride (12.3 g) was stirred and heated at reflux for 3 hours. After cooling, the mixture was evaporated to dryness. Toluene (50 ml) was added and the mixture was evaporated to dryness to give 2-ethoxymethylene-1-(2-nitro-4-trifluoromethylphenyl)-butan-1,3-dione as a crude brown oil which was not further purified. Run at temperature 55 celsius. Yields the product C(C)(C)(C)C1=CC(=NO1)NC(=O)NC1=CC(=CC=C1)OC1=NC=NC2=CC=C(C=C12)C=1OC(=CC1)C=O (1-(5-tert-butylisoxazol-3-yl)-3-{3-[6-(5-formylfuran-2-yl)quinazolin-4-yloxy]phenyl}urea). The solvent is CCO (EtOH), COCCOC (1,2-dimethoxyethane). Reagents/catalysts: Cl[Pd]([P](C1=CC=CC=C1)(C2=CC=CC=C2)C3=CC=CC=C3)([P](C4=CC=CC=C4)(C5=CC=CC=C5)C6=CC=CC=C6)Cl (bis(triphenylphosphine)palladium(II) dichloride). Reported procedure: A mixture of 1-(5-tert-butylisoxazol-3-yl)-3-[3-(6-iodoquinazolin-4-yloxy)phenyl]urea from the previous step (0.21 g, 0.4 mmol), 5-formylfuran-2-ylboronic acid (0.07 g, 0.51 mmol), bis(triphenylphosphine)palladium(II) dichloride (0.035 g, 0.05 mmol), and 1.0 M Na2CO3 solution (3 mL) in EtOH (2 mL) and 1,2-dimethoxyethane (3 mL) was heated at 55° C. for 1 hour. It was quenched with water and extracted with CH2Cl2. Extracts were dried over MgSO4 and concentrated under reduced pressure. It was puri... Isolated yield 87.0%. RXN SMILES: [C:1]([C:5]1[O:9][N:8]=[C:7]([NH:10][C:11]([NH:13][C:14]2[CH:19]=[CH:18][CH:17]=[C:16]([O:20][C:21]3[C:30]4[C:25](=[CH:26][CH:27]=[C:28](I)[CH:29]=4)[N:24]=[CH:23][N:22]=3)[CH:15]=2)=[O:12])[CH:6]=1)([CH3:4])([CH3:3])[CH3:2].[CH:32]([C:34]1[O:38][C:37](B(O)O)=[CH:36][CH:35]=1)=[O:33].C([O-])([O-])=O.[Na+].[Na+]>CCO.COCCOC.Cl[Pd](Cl)([P](C1C=CC=CC=1)(C1C=CC=CC=1)C1C=CC=CC=1)[P](C1C=CC=CC=1)(C1C=CC=CC=1)C1C=CC=CC=1>[C:1]([C:5]1[O:9][N:8]=[C:7]([NH:10][C:11]([NH:13][C:14]2[CH:19]=[CH:18][CH:17]=[C:16]([O:20][C:21]3[C:30]4[C:25](=[CH:26][CH:27]=[C:28]([C:37]5[O:38][C:34]([CH:32]=[O:33])=[CH:35][CH:36]=5)[CH:29]=4)[N:24]=[CH:23][N:22]=3)[CH:15]=2)=[O:12])[CH:6]=1)([CH3:4])([CH3:3])[CH3:2] |f:2.3.4,^1:59,78|. Reactants: C(C)(C)(C)C1=CC(=NO1)NC(=O)NC1=CC(=CC=C1)OC1=NC=NC2=CC=C(C=C12)I (1-(5-tert-butylisoxazol-3-yl)-3-[3-(6-iodoquinazolin-4-yloxy)phenyl]urea), C(=O)C1=CC=C(O1)B(O)O (5-formylfuran-2-ylboronic acid), C(=O)([O-])[O-].[Na+].[Na+] (Na2CO3). The reactants are Mercuric oxide, C(=S)(Cl)Cl (thiophosgene), NC1=C(C(=C(C=C1)CC(=O)OC)F)O (methyl (4-amino-2-fluoro-3-hydroxyphenyl)acetate), FC=1C(=C(N)C=CC1)C (3-fluoro-2-methylaniline). The solvent is C1CCOC1 (THF). The product is FC=1C(=C(C=CC1)NC=1OC2=C(N1)C=CC(=C2F)CC(=O)OC)C (methyl (2-(3-fluoro-2-methylphenylamino)-7-fluoro-6-benzoxazolyl)acetate). Isolated yield 72.8%. RXN SMILES: [F:1][C:2]1[C:3]([CH3:9])=[C:4]([CH:6]=[CH:7][CH:8]=1)[NH2:5].[C:10](Cl)(Cl)=S.[NH2:14][C:15]1[CH:20]=[CH:19][C:18]([CH2:21][C:22]([O:24][CH3:25])=[O:23])=[C:17]([F:26])[C:16]=1[OH:27]>C1COCC1>[F:1][C:2]1[C:3]([CH3:9])=[C:4]([NH:5][C:10]2[O:27][C:16]3[C:17]([F:26])=[C:18]([CH2:21][C:22]([O:24][CH3:25])=[O:23])[CH:19]=[CH:20][C:15]=3[N:14]=2)[CH:6]=[CH:7][CH:8]=1. Procedure details: In THF (20 ml) was dissolved 3-fluoro-2-methylaniline (0.57 ml, 5.0 mmol). To the resulting solution was added thiophosgene (990 mg, 5.0 mmol) under stirring at room temperature. After the reaction mixture was stirred for 4 hours at room temperature, methyl (4-amino-2-fluoro-3-hydroxyphenyl)acetate (996 mg, 5.0 mmol) was added thereto. The resulting mixture was stirred further at room temperature for 2 days. Mercuric oxide (yellow) (1.08 g, 5.0 mmol) was added and the mixture was stirred at 70° ... RXN SMILES: Br[C:2]1[CH:3]=[C:4]2[N:10]([O:11][CH:12]([C:14]3[C:19]([Cl:20])=[CH:18][CH:17]=[C:16]([F:21])[C:15]=3[Cl:22])[CH3:13])[CH:9]=[CH:8][C:5]2=[N:6][CH:7]=1.C([O-])([O-])=O.[K+].[K+].[N:29]1([C:35]([C:37]2[CH:38]=[C:39](B(O)O)[CH:40]=[CH:41][CH:42]=2)=[O:36])[CH2:34][CH2:33][O:32][CH2:31][CH2:30]1>CN(C=O)C.C1C=CC([P]([Pd]([P](C2C=CC=CC=2)(C2C=CC=CC=2)C2C=CC=CC=2)([P](C2C=CC=CC=2)(C2C=CC=CC=2)C2C=CC=CC=2)[P](C2C=CC=CC=2)(C2C=CC=CC=2)C2C=CC=CC=2)(C2C=CC=CC=2)C2C=CC=CC=2)=CC=1>[Cl:22][C:15]1[C:16]([F:21])=[CH:17][CH:18]=[C:19]([Cl:20])[C:14]=1[CH:12]([O:11][N:10]1[C:4]2[C:5](=[N:6][CH:7]=[C:2]([C:41]3[CH:42]=[C:37]([C:35]([N:29]4[CH2:34][CH2:33][O:32][CH2:31][CH2:30]4)=[O:36])[CH:38]=[CH:39][CH:40]=3)[CH:3]=2)[CH:8]=[CH:9]1)[CH3:13] |f:1.2.3,^1:54,56,75,94|. The reactants are BrC=1C=C2C(=NC1)C=CN2OC(C)C2=C(C(=CC=C2Cl)F)Cl (6-bromo-1-[1-(2,6-dichloro-3-fluorophenyl)ethoxy]-1H-pyrrolo[3,2-b]pyridine), C(=O)([O-])[O-].[K+].[K+] (K2CO3), N1(CCOCC1)C(=O)C=1C=C(C=CC1)B(O)O ([3-(morpholin-4-ylcarbonyl)phenyl]boronic acid). The product is ClC1=C(C(=CC=C1F)Cl)C(C)ON1C=CC2=NC=C(C=C21)C=2C=C(C=CC2)C(=O)N2CCOCC2 ((3-{1-[1-(2,6-dichloro-3-fluorophenyl)ethoxy]-1H-pyrrolo[3,2-b]pyridin-6-yl}phenyl)(morpholin-4-yl)methanone). The solvent is CN(C)C=O (DMF). Reagents/catalysts: C=1C=CC(=CC1)[P](C=2C=CC=CC2)(C=3C=CC=CC3)[Pd]([P](C=4C=CC=CC4)(C=5C=CC=CC5)C=6C=CC=CC6)([P](C=7C=CC=CC7)(C=8C=CC=CC8)C=9C=CC=CC9)[P](C=1C=CC=CC1)(C=1C=CC=CC1)C=1C=CC=CC1 (Pd(PPh3)4). Procedure details: To a solution of 6-bromo-1-[1-(2,6-dichloro-3-fluorophenyl)ethoxy]-1H-pyrrolo[3,2-b]pyridine (75 mg, 0.195 mmol, 1.0 eq) in DMF (1.2 mL), was added Pd(PPh3)4 (15 mg), 2.0 M K2CO3 (1.0 mL), and [3-(morpholin-4-ylcarbonyl)phenyl]boronic acid (1.8 eq, 0.351 mmol). The reaction mixture was microwaved at 90° C. for 30 minutes. The upper layer was removed with a pipette, filtered, and purified with preparation HPLC to give the product. The reactants are Oc1ccc(Br)cc1, Cc1ccccc1, Oc1ccccc1CC1CCCCC1, CCOC(=O)N=NC(=O)OCC, C1CCOC1, c1ccc(P(c2ccccc2)c2ccccc2)cc1. The product is Brc1ccc(OCC2CCCCC2)cc1. Reaction SMILES: [Br:1][c:2]1[cH:3][cH:4][c:5]([OH:8])[cH:6][cH:7]1.[CH3:54][c:55]1[cH:56][cH:57][cH:58][cH:59][cH:60]1.[CH:9]1([CH2:15][c:16]2[cH:17][cH:18][cH:19][cH:20][c:21]2[OH:22])[CH2:10][CH2:11][CH2:12][CH2:13][CH2:14]1.[O:42]=[C:43]([O:44][CH2:45][CH3:46])[N:47]=[N:48][C:49]([O:50][CH2:51][CH3:52])=[O:53].[O:61]1[CH2:62][CH2:63][CH2:64][CH2:65]1.[c:23]1([P:24]([c:25]2[cH:26][cH:27][cH:28][cH:29][cH:30]2)[c:31]2[cH:32][cH:33][cH:34][cH:35][cH:36]2)[cH:37][cH:38][cH:39][cH:40][cH:41]1>>[Br:1][c:2]1[cH:3][cH:4][c:5]([O:8][CH2:15][CH:9]2[CH2:10][CH2:11][CH2:12][CH2:13][CH2:14]2)[cH:6][cH:7]1. Reactants: C(C)S(=O)(=O)C1=CC2=C(O1)C=CC=C2OC (2-(ethylsulfonyl)-4-methoxybenzo(b)furan), B(Br)(Br)Br (boron tribromide). Product: C(C)S(=O)(=O)C1=CC2=C(O1)C=CC=C2O (2-(ethylsulfonyl)-4-hydroxybenzo(b)furan). Isolated yield 86.5%. Reaction SMILES: [CH2:1]([S:3]([C:6]1[O:10][C:9]2[CH:11]=[CH:12][CH:13]=[C:14]([O:15]C)[C:8]=2[CH:7]=1)(=[O:5])=[O:4])[CH3:2].B(Br)(Br)Br>>[CH2:1]([S:3]([C:6]1[O:10][C:9]2[CH:11]=[CH:12][CH:13]=[C:14]([OH:15])[C:8]=2[CH:7]=1)(=[O:4])=[O:5])[CH3:2]. Procedure: By the reactions in the same manner as in Starting Material Synthesis Example 5 using 2-(ethylsulfonyl)-4-methoxybenzo(b)furan (3.50 g) and boron tribromide (7.0 ml), the title compound (2.85 g) was obtained as colorless crystals, melting point 145–147° C. Starting materials: ClCCl, OC(c1ccc(CN2CCNCC2)cc1)(C(F)(F)F)C(F)(F)F, O=[N+]([O-])c1cccc(S(=O)(=O)Cl)c1, c1ccncc1. Yields the product O=[N+]([O-])c1cccc(S(=O)(=O)N2CCN(Cc3ccc(C(O)(C(F)(F)F)C(F)(F)F)cc3)CC2)c1. Reaction SMILES: [Cl:43][CH2:44][Cl:45].[F:1][C:2]([C:3]([C:4]([F:5])([F:6])[F:7])([OH:8])[c:9]1[cH:10][cH:11][c:12]([CH2:15][N:16]2[CH2:17][CH2:18][NH:19][CH2:20][CH2:21]2)[cH:13][cH:14]1)([F:22])[F:23].[N+:24](=[O:25])([O-:26])[c:27]1[cH:28][c:29]([S:33](=[O:34])(=[O:35])[Cl:36])[cH:30][cH:31][cH:32]1.[cH:37]1[cH:38][cH:39][n:40][cH:41][cH:42]1>>[F:1][C:2]([C:3]([C:4]([F:5])([F:6])[F:7])([OH:8])[c:9]1[cH:10][cH:11][c:12]([CH2:15][N:16]2[CH2:17][CH2:18][N:19]([S:33]([c:29]3[cH:28][c:27]([N+:24](=[O:25])[O-:26])[cH:32][cH:31][cH:30]3)(=[O:34])=[O:35])[CH2:20][CH2:21]2)[cH:13][cH:14]1)([F:22])[F:23]. Starting materials: BrC1=CC=C2CCN(CC2=C1)C(C(F)(F)F)=O (7-bromo-2-trifluoroacetyl-1,2,3,4-tetrahydroisoquinoline), [Cu]C#N (copper (I) cyanide). Run in CN1C(CCC1)=O (N-methyl-2-pyrrolidinone). Product: C(#N)C1=CC=C2CCN(CC2=C1)C(C(F)(F)F)=O (7Cyano-2-trifluoroacetyl-1,2,3,4-tetrahydroisoquinoline). The yield is 99.7%. RXN SMILES: Br[C:2]1[CH:11]=[C:10]2[C:5]([CH2:6][CH2:7][N:8]([C:12](=[O:17])[C:13]([F:16])([F:15])[F:14])[CH2:9]2)=[CH:4][CH:3]=1.[Cu][C:19]#[N:20]>CN1CCCC1=O>[C:19]([C:2]1[CH:11]=[C:10]2[C:5]([CH2:6][CH2:7][N:8]([C:12](=[O:17])[C:13]([F:16])([F:15])[F:14])[CH2:9]2)=[CH:4][CH:3]=1)#[N:20]. Procedure details: A mixture of 7-bromo-2-trifluoroacetyl-1,2,3,4-tetrahydroisoquinoline (51.7 g, 0.168 mol), copper (I) cyanide (31.8 g, 0.35 mol) and N-methyl-2-pyrrolidinone (620 ml) was heated at reflux for 4 h, cooled, then partitioned between dilute aqueous ammonia (1.5 L) and dichloromethane (5×300ml). The combined organic extracts were dried (Na2O4) and evaporated in vacuo to give the title compound (42.6 g, 100%) as an oil. Starting materials: O=C([O-])[O-], CCOCC, CN(C)C=O, CC1(OC(=O)CCl)C2CC3CC(C2)CC1C3, [I-], [K+], [K+], [K+], O=C(O)CO. Yields the product CC1(OC(=O)COC(=O)CO)C2CC3CC(C2)CC1C3. RXN SMILES: [C:6](=[O:7])([O-:8])[O-:9].[CH3:30][CH2:31][O:32][CH2:33][CH3:34].[CH3:35][N:36]([CH3:37])[CH:38]=[O:39].[Cl:14][CH2:15][C:16](=[O:17])[O:18][C:19]1([CH3:29])[CH:20]2[CH2:21][CH:22]3[CH2:23][CH:24]([CH2:25][CH:26]1[CH2:27]3)[CH2:28]2.[I-:13].[K+:10].[K+:11].[K+:12].[OH:1][CH2:2][C:3]([OH:4])=[O:5]>>[OH:1][CH2:2][C:3](=[O:4])[O:5][CH2:15][C:16](=[O:17])[O:18][C:19]1([CH3:29])[CH:20]2[CH2:21][CH:22]3[CH2:23][CH:24]([CH2:25][CH:26]1[CH2:27]3)[CH2:28]2. The reactants are ClCC#N (Chloroacetonitrile), [Cl-].[Cl-].[Cl-].[Al+3] (aluminium trichloride), Cl (hydrochloric acid), CNC1=CC=CC=C1 (N-methylaniline), B(Cl)(Cl)Cl (boron trichloride), [OH-].[Na+] (sodium hydroxide). The solvent is C1(=CC=CC=C1)C (toluene), CCCCCC (hexane). Product: ClCC(=O)C1=C(C=CC=C1)NC (2-chloro-2'-(methylamino)acetophenone). Reaction SMILES: [CH3:1][NH:2][C:3]1[CH:8]=[CH:7][CH:6]=[CH:5][CH:4]=1.B(Cl)(Cl)Cl.[Cl:13][CH2:14][C:15]#N.[Cl-].[Cl-].[Cl-].[Al+3].Cl.[OH-:22].[Na+]>C1(C)C=CC=CC=1.CCCCCC>[Cl:13][CH2:14][C:15]([C:4]1[CH:5]=[CH:6][CH:7]=[CH:8][C:3]=1[NH:2][CH3:1])=[O:22] |f:3.4.5.6,8.9|. Reported procedure: A solution of N-methylaniline (5.43 ml) in toluene (60 ml) was added dropwise over 20 minutes to a stirred solution of boron trichloride (1M, 50 ml) in hexane at 0 to 5° under nitrogen. Chloroacetonitrile (3.8 ml) and then aluminium trichloride (7.34 g) were added and the mixture was stirred and heated under reflux overnight. The mixture was cooled to 20° and hydrochloric acid (2M, 100 ml) added. The mixture was heated at 100° for 30 minutes, then cooled to 20° and adjusted to pH 3 to 4 with aqu...